From a dataset of the Open Reaction Database (ORD), a public repository of structured organic reaction records. describe an organic reaction: reactants, conditions, products, and yield Starting materials: FC1=C(C#N)C=C(C=C1)C (2-fluoro-5-methyl-benzonitrile), CC=1N=CNC1 (4-methylimidazole), C([O-])([O-])=O.[K+].[K+] (potassium carbonate). Yields the product CC=1C=CC(=C(C#N)C1)N1C=NC(=C1)C (5-Methyl-2-(4-methyl-imidazol-1-yl)-benzonitrile), solid. The yield is 48.0%. RXN SMILES: F[C:2]1[CH:9]=[CH:8][C:7]([CH3:10])=[CH:6][C:3]=1[C:4]#[N:5].[CH3:11][C:12]1[N:13]=[CH:14][NH:15][CH:16]=1.C(=O)([O-])[O-].[K+].[K+]>>[CH3:10][C:7]1[CH:8]=[CH:9][C:2]([N:15]2[CH:16]=[C:12]([CH3:11])[N:13]=[CH:14]2)=[C:3]([CH:6]=1)[C:4]#[N:5] |f:2.3.4|. Reported procedure: As described for example 84a, 2-fluoro-5-methyl-benzonitrile was reacted with 4-methylimidazole and potassium carbonate for 16 h at 90° C. After aqueous workup the title compound was obtained as a white solid (yield: 48%). MS: m/e=198.4 [M+H]+.